The task is: describe an organic reaction: reactants, conditions, products, and yield. This data is from the Open Reaction Database (ORD), a public repository of structured organic reaction records. The reactants are ClC1=C(C2=C(OCO2)C(=C1)I)NC1=NC=NC2=CC(=CC(=C12)OC(C)C)OCCCN1CCOCC1 (N-(5-chloro-7-iodo-1,3-benzodioxol-4-yl)-5-isopropoxy-7-(3-morpholin-4-ylpropoxy)quinazolin-4-amine), C(C)(C)NC(C)C (diisopropylamine), C(#C)C1=NC=CC=C1 (2-ethynyl pyridine), palladium(II) bis-triphenylphosphine dichloride. Reagents/catalysts: [Cu]I (copper (I) iodide). Solvent: C(C)(=O)OCC (ethyl acetate). Conditions: temperature -10 celsius. Yields the product ClC1=C(C2=C(OCO2)C(=C1)C#CC1=NC=CC=C1)NC1=NC=NC2=CC(=CC(=C12)OC(C)C)OCCCN1CCOCC1 (N-[5-chloro-7-(pyridin-2-ylethynyl)-1,3-benzodioxol-4-yl]-5-isopropoxy-7-(3-morpholin-4-ylpropoxy)quinazolin-4-amine). As a reaction SMILES: [Cl:1][C:2]1[CH:10]=[C:9](I)[C:5]2[O:6][CH2:7][O:8][C:4]=2[C:3]=1[NH:12][C:13]1[C:22]2[C:17](=[CH:18][C:19]([O:27][CH2:28][CH2:29][CH2:30][N:31]3[CH2:36][CH2:35][O:34][CH2:33][CH2:32]3)=[CH:20][C:21]=2[O:23][CH:24]([CH3:26])[CH3:25])[N:16]=[CH:15][N:14]=1.[C:37]([C:39]1[CH:44]=[CH:43][CH:42]=[CH:41][N:40]=1)#[CH:38].C(NC(C)C)(C)C>[Cu]I.C(OCC)(=O)C>[Cl:1][C:2]1[CH:10]=[C:9]([C:38]#[C:37][C:39]2[CH:44]=[CH:43][CH:42]=[CH:41][N:40]=2)[C:5]2[O:6][CH2:7][O:8][C:4]=2[C:3]=1[NH:12][C:13]1[C:22]2[C:17](=[CH:18][C:19]([O:27][CH2:28][CH2:29][CH2:30][N:31]3[CH2:36][CH2:35][O:34][CH2:33][CH2:32]3)=[CH:20][C:21]=2[O:23][CH:24]([CH3:26])[CH3:25])[N:16]=[CH:15][N:14]=1. Reported procedure: N-(5-chloro-7-iodo-1,3-benzodioxol-4-yl)-5-isopropoxy-7-(3-morpholin-4-ylpropoxy)quinazolin-4-amine (0.162 g), 2-ethynyl pyridine (0.03 ml), palladium(II) bis-triphenylphosphine dichloride (0.020 g) and copper (I) iodide (0.006 g) was taken up into ethyl acetate (5 ml) and cooled to −10° C. This was set to stir rapidly, then diisopropylamine (0.047 ml) was added and the reaction was stirred cold for 30 minutes before being warmed to room temperature and left to stir for 18 hours. The reaction mi... The reactants are C1COCCO1, CC(C)CN(CC1CN(C(=O)OC(C)(C)C)CCN1)S(C)(=O)=O, CCN(C(C)C)C(C)C, OC(c1cnc(Cl)nc1)(C(F)(F)F)C(F)(F)F. The product is CC(C)CN(CC1CN(C(=O)OC(C)(C)C)CCN1c1ncc(C(O)(C(F)(F)F)C(F)(F)F)cn1)S(C)(=O)=O. Reaction SMILES: [CH2:50]1[O:51][CH2:52][CH2:53][O:54][CH2:55]1.[CH3:1][CH:2]([CH2:3][N:4]([S:5](=[O:6])(=[O:7])[CH3:8])[CH2:9][CH:10]1[CH2:11][N:12]([C:16](=[O:17])[O:18][C:19]([CH3:20])([CH3:21])[CH3:22])[CH2:13][CH2:14][NH:15]1)[CH3:23].[CH:41]([N:42]([CH2:43][CH3:44])[CH:45]([CH3:46])[CH3:47])([CH3:48])[CH3:49].[Cl:24][c:25]1[n:26][cH:27][c:28]([C:31]([C:32]([F:33])([F:34])[F:35])([C:36]([F:37])([F:38])[F:39])[OH:40])[cH:29][n:30]1>>[CH3:1][CH:2]([CH2:3][N:4]([S:5](=[O:6])(=[O:7])[CH3:8])[CH2:9][CH:10]1[CH2:11][N:12]([C:16](=[O:17])[O:18][C:19]([CH3:20])([CH3:21])[CH3:22])[CH2:13][CH2:14][N:15]1[c:25]1[n:26][cH:27][c:28]([C:31]([C:32]([F:33])([F:34])[F:35])([C:36]([F:37])([F:38])[F:39])[OH:40])[cH:29][n:30]1)[CH3:23].